This data is from the Open Reaction Database (ORD), a public repository of structured organic reaction records. The task is: describe an organic reaction: reactants, conditions, products, and yield The reactants are C(C)(=O)OCCBr (Bromoethyl acetate), C(C=C)OC(=O)N1C[C@H](C[C@H]1CC1=CN2C(S1)=CN=C2C)SC=2[C@@H]([C@H]1N(C2C(=O)OCC=C)C([C@@H]1[C@@H](C)O)=O)C (allyl(1R,5S,6S)-2-[(3S,5S)-1-allyloxycarbonyl-5-(5-methylimidazo[5,1-b]thiazol-2-yl)methylpyrrolidin-3-yl]thio-6-((1R)-1-hydroxyethyl)-1-methylcarbapen-2-em-3-carboxylate). The solvent is CC(=O)C (acetone). Run at time 1 hour. Product: [Br-].C(C=C)OC(=O)N1C[C@H](C[C@H]1CC1=C[N+]=2C(S1)=CN(C2C)CC(=O)OCC)SC=2[C@@H]([C@H]1N(C2C(=O)OCC=C)C([C@@H]1[C@@H](C)O)=O)C (allyl(1R,5S,6S)-2-[(3S,5S)-1-allyloxycarbonyl-5-[6-ethoxycarbonylmethyl-5-methylimidazo[5,1-b]thiazolium-2-yl]methylpyrrolidin-3-yl]thio-6-((1R)-1-hydroxyethyl)-1-methylcarbapen-2-em-3-carboxylate bromide). Reaction SMILES: [C:1]([O:4][CH2:5][CH2:6][Br:7])(=[O:3])[CH3:2].[CH2:8]([O:11][C:12]([N:14]1[C@H:18]([CH2:19][C:20]2[S:24][C:23]3=[CH:25][N:26]=[C:27]([CH3:28])[N:22]3[CH:21]=2)[CH2:17][C@H:16]([S:29][C:30]2[C@H:31]([CH3:47])[C@@H:32]3[C@@H:42]([C@H:43]([OH:45])[CH3:44])[C:41](=[O:46])[N:33]3[C:34]=2[C:35]([O:37][CH2:38][CH:39]=[CH2:40])=[O:36])[CH2:15]1)=[O:13])[CH:9]=[CH2:10]>CC(C)=O>[Br-:7].[CH2:8]([O:11][C:12]([N:14]1[C@H:18]([CH2:19][C:20]2[S:24][C:23]3=[CH:25][N:26]([CH2:2][C:1]([O:4][CH2:5][CH3:6])=[O:3])[C:27]([CH3:28])=[N+:22]3[CH:21]=2)[CH2:17][C@H:16]([S:29][C:30]2[C@H:31]([CH3:47])[C@@H:32]3[C@@H:42]([C@H:43]([OH:45])[CH3:44])[C:41](=[O:46])[N:33]3[C:34]=2[C:35]([O:37][CH2:38][CH:39]=[CH2:40])=[O:36])[CH2:15]1)=[O:13])[CH:9]=[CH2:10] |f:3.4|. Procedure: Bromoethyl acetate (0.04 ml) is added to a solution of 42.6 mg of allyl(1R,5S,6S)-2-[(3S,5S)-1-allyloxycarbonyl-5-(5-methylimidazo[5,1-b]thiazol-2-yl)methylpyrrolidin-3-yl]thio-6-((1R)-1-hydroxyethyl)-1-methylcarbapen-2-em-3-carboxylate, described in Example 31-a), in 0.7 ml of dry acetone, and the mixture is stirred in an argon atmosphere at room temperature for one hr. The solvent is removed by evaporation under reduced pressure. The residue is purified by column chromatography on Sephadex LH-... Starting materials: CC(=O)N1CCC(CC(=O)Cl)CC1, Cl[Al](Cl)Cl, Cl, Fc1ccccc1. Product: CC(=O)N1CCC(CC(=O)c2ccc(F)cc2)CC1. Reaction SMILES: [C:12]([CH3:13])(=[O:14])[N:15]1[CH2:16][CH2:17][CH:18]([CH2:21][C:22](=[O:23])[Cl:24])[CH2:19][CH2:20]1.[Cl:8][Al:9]([Cl:10])[Cl:11].[ClH:25].[F:1][c:2]1[cH:3][cH:4][cH:5][cH:6][cH:7]1>>[F:1][c:2]1[cH:3][cH:4][c:5]([C:22]([CH2:21][CH:18]2[CH2:17][CH2:16][N:15]([C:12]([CH3:13])=[O:14])[CH2:20][CH2:19]2)=[O:23])[cH:6][cH:7]1. As a reaction SMILES: Cl[C:2]1[C:3]([C:9]([OH:11])=O)=[N:4][C:5](Cl)=[CH:6][CH:7]=1.[NH2:12][C:13]1[S:14][C:15]([CH3:19])=[C:16]([CH3:18])[N:17]=1.[CH3:20][O:21][C:22]1[CH:27]=[CH:26][C:25]([SH:28])=[CH:24][CH:23]=1.[SH:29][C:30]1[N:34]=[CH:33][NH:32][N:31]=1>>[CH3:20][O:21][C:22]1[CH:27]=[CH:26][C:25]([S:28][C:2]2[C:3]([C:9]([NH:12][C:13]3[S:14][C:15]([CH3:19])=[C:16]([CH3:18])[N:17]=3)=[O:11])=[N:4][C:5]([S:29][C:30]3[NH:34][CH:33]=[N:32][N:31]=3)=[CH:6][CH:7]=2)=[CH:24][CH:23]=1. The reactants are ClC=1C(=NC(=CC1)Cl)C(=O)O (3,6-dichloro-2-pyridinecarboxylic acid), SC1=NNC=N1 (3-mercapto-1,2,4-triazole), NC=1SC(=C(N1)C)C (2-amino-4,5-dimethyl-thiazole), COC1=CC=C(C=C1)S (4-methoxy-thiophenol). Reported procedure: Compound of Production Example 144 can be produced by the same method as Production Example 1, by a method according thereto, or by a combination of these and ordinary methods, with the use of 3,6-dichloro-2-pyridinecarboxylic acid, 2-amino-4,5-dimethyl-thiazole, 4-methoxy-thiophenol and 3-mercapto-1,2,4-triazole. 1HNMR (CDCl3) δ: 2.29 (3H, s), 2.33 (3H, s), 3.87 (3H, s), 6.98-7.03 (3H, m), 7.21 (1H, d, J=8.6 Hz), 7.48 (2H, d, J=8.6 Hz), 8.29 (1H, s) ESI-MS (m/e): 471 [M+H]+ Yields the product COC1=CC=C(C=C1)SC=1C(=NC(=CC1)SC1=NN=CN1)C(=O)NC=1SC(=C(N1)C)C (3-(4-methoxy-phenylsulfanyl)-6-(4H-[1,2,4]triazole-3-yl-sulfanyl)-N-(4,5-dimethylthiazole-2-yl)-2-pyridine carboxamide). The product is CSC=1N=C(C2=C(N1)C=CNC2=O)NC2=CC(=CC=C2)C(F)(F)F (2-(methylthio)-4-(3-(trifluoro methyl)phenylamino)pyrido[4,3-d]pyrimidin-5(6H)-one). Reported procedure: The title compound was prepared as described in Example 1f by starting from (E)-ethyl 4-(2-(dimethylamino)vinyl)-2-(methylthio)-6-(3-(trifluoromethyl)phenylamino)pyrimidine-5-carboxylate and 30% NH4OH solution and continuing until the reaction yield brown solids, 2-(methylthio)-4-(3-(trifluoro methyl)phenylamino)pyrido[4,3-d]pyrimidin-5(6H)-one (912 mg). MS m/z: 353.1 (M+H)+. Starting materials: CN(/C=C/C1=NC(=NC(=C1C(=O)OCC)NC1=CC(=CC=C1)C(F)(F)F)SC)C ((E)-ethyl 4-(2-(dimethylamino)vinyl)-2-(methylthio)-6-(3-(trifluoromethyl)phenylamino)pyrimidine-5-carboxylate), [NH4+].[OH-] (NH4OH). RXN SMILES: C[N:2](C)/[CH:3]=[CH:4]/[C:5]1[C:10]([C:11](OCC)=[O:12])=[C:9]([NH:16][C:17]2[CH:22]=[CH:21][CH:20]=[C:19]([C:23]([F:26])([F:25])[F:24])[CH:18]=2)[N:8]=[C:7]([S:27][CH3:28])[N:6]=1.[NH4+].[OH-]>>[CH3:28][S:27][C:7]1[N:8]=[C:9]([NH:16][C:17]2[CH:22]=[CH:21][CH:20]=[C:19]([C:23]([F:24])([F:25])[F:26])[CH:18]=2)[C:10]2[C:11](=[O:12])[NH:2][CH:3]=[CH:4][C:5]=2[N:6]=1 |f:1.2|. Reactants: CN(C)C=O, [Cl-], [N-]=[N+]=[N-], [NH4+], [Na+], O=C(OCc1ccccc1)C1CCC2OC2C1. The product is [N-]=[N+]=NC1CCC(C(=O)OCc2ccccc2)CC1O. RXN SMILES: [CH3:24][N:25]([CH3:26])[CH:27]=[O:28].[Cl-:18].[N-:21]=[N+:22]=[N-:23].[NH4+:19].[Na+:20].[O:1]1[CH:2]2[CH2:3][CH:4]([C:8](=[O:9])[O:10][CH2:11][c:12]3[cH:13][cH:14][cH:15][cH:16][cH:17]3)[CH2:5][CH2:6][CH:7]12>>[OH:1][CH:2]1[CH2:3][CH:4]([C:8](=[O:9])[O:10][CH2:11][c:12]2[cH:13][cH:14][cH:15][cH:16][cH:17]2)[CH2:5][CH2:6][CH:7]1[N:21]=[N+:22]=[N-:23]. The reactants are CC(C)(C)OC(=O)N1CC2CN(c3cncc(C(=O)O)c3)CC2C1, NCc1cc(F)cc(C(F)(F)F)c1. Yields the product CC(C)(C)OC(=O)N1CC2CN(c3cncc(C(=O)NCc4cc(F)cc(C(F)(F)F)c4)c3)CC2C1. RXN SMILES: [C:1]([CH3:2])([CH3:3])([CH3:4])[O:5][C:6](=[O:7])[N:8]1[CH2:9][CH:10]2[CH:11]([CH2:12]1)[CH2:13][N:14]([c:16]1[cH:17][n:18][cH:19][c:20]([C:21](=[O:22])[OH:23])[cH:24]1)[CH2:15]2.[F:25][c:26]1[cH:27][c:28]([CH2:29][NH2:30])[cH:31][c:32]([C:34]([F:35])([F:36])[F:37])[cH:33]1>>[C:1]([CH3:2])([CH3:3])([CH3:4])[O:5][C:6](=[O:7])[N:8]1[CH2:9][CH:10]2[CH:11]([CH2:12]1)[CH2:13][N:14]([c:16]1[cH:17][n:18][cH:19][c:20]([C:21](=[O:23])[NH:30][CH2:29][c:28]3[cH:27][c:26]([F:25])[cH:33][c:32]([C:34]([F:35])([F:36])[F:37])[cH:31]3)[cH:24]1)[CH2:15]2. Reactants: CN1CCC(CC1)=O (N-methyl-4-piperidone), C(C)N(CC)C1=CC=C(C=O)C=C1 (p-N,N-diethylaminobenzaldehyde), [OH-].[Na+] (sodium hydroxide). Solvent: CO (methanol). The product is C(C)N(CC)C1=CC=C(C=C2C(C(CN(C2)C)=CC2=CC=C(C=C2)N(CC)CC)=O)C=C1 (2,6-Bis(p-N,N-diethylaminobenzylidene)-4-methyl-4-azacyclohexanone). RXN SMILES: [CH3:1][N:2]1[CH2:7][CH2:6][C:5](=[O:8])[CH2:4][CH2:3]1.[CH2:9]([N:11]([C:14]1[CH:21]=[CH:20][C:17]([CH:18]=O)=[CH:16][CH:15]=1)[CH2:12][CH3:13])[CH3:10].[OH-].[Na+]>CO>[CH2:9]([N:11]([C:14]1[CH:21]=[CH:20][C:17]([CH:18]=[C:6]2[CH2:7][N:2]([CH3:1])[CH2:3][C:4](=[CH:18][C:17]3[CH:20]=[CH:21][C:14]([N:11]([CH2:9][CH3:10])[CH2:12][CH3:13])=[CH:15][CH:16]=3)[C:5]2=[O:8])=[CH:16][CH:15]=1)[CH2:12][CH3:13])[CH3:10] |f:2.3|. Reported procedure: Two grams (17.7 mmoles) of N-methyl-4-piperidone and 6.26 g (35.4 mmoles) of p-N,N-diethylaminobenzaldehyde were introduced into a 100 ml eggplant type flask, to which was added a solution of 0.5 g of sodium hydroxide in 50 ml methanol. The contents of the flask equipped with a reflux condenser were heated under reflux for about one hour with stirring by means of a magnetic stirrer. After allowing the reaction mixture to cool, the deposited organge-colored crystalline product was collected by fi... Starting materials: COC1=CC=C(C=CC(=O)OCCOCC)C=C1 (2-ethoxyethyl p-methoxycinnamate), CCOCCOC(=O)/C=C/C=1C=CC(=CC1)OC (Cinoxate), CCOCCOC(=O)/C=C/C1=CC=C(C=C1)OC (Giv-Tan F). Yields the product COC1=CC=C(C=CC(=O)OC2CCCCC2)C=C1 (cyclohexyl p-methoxycinnamate). RXN SMILES: [CH3:1][O:2][C:3]1[CH:18]=[CH:17][C:6]([CH:7]=[CH:8][C:9]([O:11][CH2:12][CH2:13]OCC)=[O:10])=[CH:5][CH:4]=1.CCOCCO[C:25](/[CH:27]=[CH:28]/[C:29]1C=CC(OC)=CC=1)=O>>[CH3:1][O:2][C:3]1[CH:4]=[CH:5][C:6]([CH:7]=[CH:8][C:9]([O:11][CH:12]2[CH2:13][CH2:29][CH2:28][CH2:27][CH2:25]2)=[O:10])=[CH:17][CH:18]=1. Procedure details: 2-ethoxyethyl p-methoxycinnamate or "Cinoxate" according to the common international name, sold under the trade name Giv-Tan F;